The task is: describe an organic reaction: reactants, conditions, products, and yield. This data is from the Open Reaction Database (ORD), a public repository of structured organic reaction records. Starting materials: [I-].C[N+]1=NN(C=C1C[Si](C)(C)C)CCC (3-methyl-1-propyl-4-((trimethylsilyl)methyl)-1H-1,2,3-triazol-3-ium iodide), FC(S(=O)(=O)[N-]S(=O)(=O)C(F)(F)F)(F)F.[Li+] (lithium bis((trifiuoromethyl)sulfonyl)amide). Solvent: C(C)#N (acetonitrile). Reaction conditions: time 8 hour. Yields the product FC(S(=O)(=O)[N-]S(=O)(=O)C(F)(F)F)(F)F.C[N+]1=NN(C=C1C[Si](C)(C)C)CCC (3-methyl-1-propyl-4-((trimethylsilyl)methyl)-1H-1,2,3-triazol-3-ium bis((trifluoromethyl)sulfonyl)amide). Isolated yield 45.0%. RXN SMILES: [I-].[CH3:2][N+:3]1[C:7]([CH2:8][Si:9]([CH3:12])([CH3:11])[CH3:10])=[CH:6][N:5]([CH2:13][CH2:14][CH3:15])[N:4]=1.[F:16][C:17]([F:30])([F:29])[S:18]([N-:21][S:22]([C:25]([F:28])([F:27])[F:26])(=[O:24])=[O:23])(=[O:20])=[O:19].[Li+]>C(#N)C>[F:28][C:25]([F:26])([F:27])[S:22]([N-:21][S:18]([C:17]([F:16])([F:29])[F:30])(=[O:19])=[O:20])(=[O:23])=[O:24].[CH3:2][N+:3]1[C:7]([CH2:8][Si:9]([CH3:11])([CH3:10])[CH3:12])=[CH:6][N:5]([CH2:13][CH2:14][CH3:15])[N:4]=1 |f:0.1,2.3,5.6|. Procedure details: 3-methyl-1-propyl-4-((trimethylsilyl)methyl)-1H-1,2,3-triazol-3-ium iodide and lithium bis((trifiuoromethyl)sulfonyl)amide were mixed in acetonitrile and stirred overnight. The acetonitrile was removed under vacuum and water and DCM added. The organic layer was washed three times with water and brine and dried in vacuum at 110° C. for 48 hours, yielding 3-methyl-1-propyl-4-((trimethylsilyl)methyl)-1H-1,2,3-triazol-3-ium bis((trifluoromethyl)sulfonyl)amide. The following structure was confirmed: